Dataset: the Open Reaction Database (ORD), a public repository of structured organic reaction records. Task: describe an organic reaction: reactants, conditions, products, and yield Reaction SMILES: Cl.[Cl:2][C:3]1[C:12]2[C:7](=[CH:8][C:9]([O:15][CH2:16][CH2:17][CH2:18][N:19]3[CH2:24][CH2:23][O:22][CH2:21][CH2:20]3)=[C:10]([O:13][CH3:14])[CH:11]=2)[N:6]=[CH:5][CH:4]=1.[Cl:25][C:26]1[C:32]([OH:33])=[CH:31][C:29]([NH2:30])=[C:28]([F:34])[CH:27]=1>CC(O)CCC>[OH2:13].[ClH:2].[Cl:25][C:26]1[C:32]([OH:33])=[CH:31][C:29]([NH:30][C:3]2[C:12]3[C:7](=[CH:8][C:9]([O:15][CH2:16][CH2:17][CH2:18][N:19]4[CH2:24][CH2:23][O:22][CH2:21][CH2:20]4)=[C:10]([O:13][CH3:14])[CH:11]=3)[N:6]=[CH:5][CH:4]=2)=[C:28]([F:34])[CH:27]=1 |f:0.1,4.5.6|. Starting materials: Cl.ClC1=CC=NC2=CC(=C(C=C12)OC)OCCCN1CCOCC1 (4-chloro-6-methoxy-7-(3-morpholinopropoxy)quinoline hydrochloride), ClC1=CC(=C(N)C=C1O)F (4-chloro-2-fluoro-5-hydroxyaniline). The solvent is CC(CCC)O (2-pentanol). Isolated yield 150.1%. Reported procedure: A solution of 4-chloro-6-methoxy-7-(3-morpholinopropoxy)quinoline hydrochloride (300 mg, 0.73 mmol), and 4-chloro-2-fluoro-5-hydroxyaniline (130 mg, 0.8 mmol), (as described in EP 61741 A2), in 2-pentanol (15 ml) was heated at reflux for 5 hours. The resulting solid was collected by filtration, washed with acetone and dried under vacuum to give 4-(4-chloro-2-fluoro-5-hydroxyanilino)-6-methoxy-7-(3-morpholinopropoxy)quinoline hydrochloride hydrate (283 mg, 73%) as a yellow solid. The product is O.Cl.ClC1=CC(=C(NC2=CC=NC3=CC(=C(C=C23)OC)OCCCN2CCOCC2)C=C1O)F (4-(4-chloro-2-fluoro-5-hydroxyanilino)-6-methoxy-7-(3-morpholinopropoxy)quinoline hydrochloride hydrate). Reactants: C(C)(C)(C)C1=CC=C(C=C1)C1=NC(=NC(=N1)C1=CC=C(C=C1)C(C)(C)C)C1=CC=C(C=C1)C1=CC=C(C=C1)C=C (2,4-Bis-(4-tert-butylphenyl)-6-(4′-vinylbiphenyl-4-yl)-1,3,5-triazine), BrC1=C(C(=CC(=C1)Br)Br)I (1,3,5-Tribromo-2-iodobenzene), C1CCOC1 (THF), potassium tert-butoxylate, C1=CC=CC=2C3=CC=CC=C3N(C12)C1=CC=C(C=C1)C1=CC=C(C=C1)N1C2=CC=CC=C2C=2C=CC(=CC12)C1=CC=C(C=O)C=C1 (4-[9-(4′-carbazol-9-ylbiphenyl-4-yl)-9H-carbazol-2-yl]benzaldehyde), C1CCOC1 (THF). The reagents and catalysts are [Br-].C[P+](C1=CC=CC=C1)(C1=CC=CC=C1)C1=CC=CC=C1 (methyltriphenylphosphonium bromide). The solvent is C(Cl)Cl (CH2Cl2). Reaction conditions: temperature 0 celsius, time 30 minute. Yields the product C1=CC=CC=2C3=CC=CC=C3N(C12)C1=CC=C(C=C1)C1=CC=C(C=C1)N1C2=CC=CC=C2C=2C=CC(=CC12)C1=CC=C(C=C1)C=C (9-(4′-Carbazol-9-ylbiphenyl-4-yl)-2-(4-vinylphenyl)-9H-carbazole). As a reaction SMILES: [CH2:1]1COCC1.[CH:6]1[C:18]2[N:17]([C:19]3[CH:24]=[CH:23][C:22]([C:25]4[CH:30]=[CH:29][C:28]([N:31]5[C:43]6[CH:42]=[C:41]([C:44]7[CH:51]=[CH:50][C:47]([CH:48]=O)=[CH:46][CH:45]=7)[CH:40]=[CH:39][C:38]=6[C:37]6[C:32]5=[CH:33][CH:34]=[CH:35][CH:36]=6)=[CH:27][CH:26]=4)=[CH:21][CH:20]=3)[C:16]3[C:11](=[CH:12][CH:13]=[CH:14][CH:15]=3)[C:10]=2[CH:9]=[CH:8][CH:7]=1.C(C1C=CC(C2N=C(C3C=CC(C(C)(C)C)=CC=3)N=C(C3C=CC(C4C=CC(C=C)=CC=4)=CC=3)N=2)=CC=1)(C)(C)C.BrC1C=C(Br)C=C(Br)C=1I>[Br-].C[P+](C1C=CC=CC=1)(C1C=CC=CC=1)C1C=CC=CC=1.C(Cl)Cl>[CH:6]1[C:18]2[N:17]([C:19]3[CH:24]=[CH:23][C:22]([C:25]4[CH:30]=[CH:29][C:28]([N:31]5[C:43]6[CH:42]=[C:41]([C:44]7[CH:51]=[CH:50][C:47]([CH:48]=[CH2:1])=[CH:46][CH:45]=7)[CH:40]=[CH:39][C:38]=6[C:37]6[C:32]5=[CH:33][CH:34]=[CH:35][CH:36]=6)=[CH:27][CH:26]=4)=[CH:21][CH:20]=3)[C:16]3[C:11](=[CH:12][CH:13]=[CH:14][CH:15]=3)[C:10]=2[CH:9]=[CH:8][CH:7]=1 |f:4.5|. Procedure: 0.86 g (0.00767 mol) of potassium tert-butoxylate and 2.55 g (0.00714 mol) of methyltriphenylphosphonium bromide are initially introduced. The apparatus is cooled to 0° C., and the solids are dissolved using 15 ml of THF (abs.). The mixture is stirred for 30 min, while, in a second apparatus, 2.31 g (0.0039 mol) of 4-[9-(4′-carbazol-9-ylbiphenyl-4-yl)-9H-carbazol-2-yl]benzaldehyde is weighed out and dissolved using 25 ml of THF. At 0° C., solution 2 is added to solution 1 and stirred for a furth... Reactants: C1CCOC1, CCCCCc1c(-c2ccccc2)n(C)c2ccc(-c3ccc(OCC(=O)OC)cc3)cc12, CO, [K+], [OH-]. The product is CCCCCc1c(-c2ccccc2)n(C)c2ccc(-c3ccc(OCC(=O)O)cc3)cc12. Reaction SMILES: [CH2:36]1[O:37][CH2:38][CH2:39][CH2:40]1.[CH3:1][O:2][C:3]([CH2:4][O:5][c:6]1[cH:7][cH:8][c:9](-[c:12]2[cH:13][c:14]3[c:15]([CH2:28][CH2:29][CH2:30][CH2:31][CH3:32])[c:16](-[c:22]4[cH:23][cH:24][cH:25][cH:26][cH:27]4)[n:17]([CH3:21])[c:18]3[cH:19][cH:20]2)[cH:10][cH:11]1)=[O:33].[CH3:41][OH:42].[K+:35].[OH-:34]>>[O:2]=[C:3]([CH2:4][O:5][c:6]1[cH:7][cH:8][c:9](-[c:12]2[cH:13][c:14]3[c:15]([CH2:28][CH2:29][CH2:30][CH2:31][CH3:32])[c:16](-[c:22]4[cH:23][cH:24][cH:25][cH:26][cH:27]4)[n:17]([CH3:21])[c:18]3[cH:19][cH:20]2)[cH:10][cH:11]1)[OH:33]. The reactants are CC1(C2CC=C(C1C2)CCO)C (2-(6,6-dimethylbicyclo[3.1.1]hept-2-en-2-yl)ethanol), C(Br)(Br)(Br)Br (CBr4), C1=CC=C(C=C1)P(C2=CC=CC=C2)C3=CC=CC=C3 (PPh3). Solvent: C(Cl)Cl (CH2Cl2). Conditions: time 2 hour. The product is BrCCC=1C2C(C(CC1)C2)(C)C (2-(2-Bromoethyl)-6,6-dimethylbicyclo[3.1.1]hept-2-ene). The yield is 92.3%. RXN SMILES: [CH3:1][C:2]1([CH3:12])[CH:7]2[CH2:8][CH:3]1[CH2:4][CH:5]=[C:6]2[CH2:9][CH2:10]O.C(Br)(Br)(Br)[Br:14].C1C=CC(P(C2C=CC=CC=2)C2C=CC=CC=2)=CC=1>C(Cl)Cl>[Br:14][CH2:10][CH2:9][C:6]1[CH:7]2[CH2:8][CH:3]([CH2:4][CH:5]=1)[C:2]2([CH3:12])[CH3:1]. Procedure: A mixture of 2-(6,6-dimethylbicyclo[3.1.1]hept-2-en-2-yl)ethanol (0.835 g, 4.87 mmol), CBr4 (1.83 g, 5.5 mmol) and PPh3 (1.44 g, 5.5 mmol) in anhydrous CH2Cl2 (10 ml) was stirred for 2 h at room temperature. The solvent was evaporated to dryness and the residue was treated with EtOAc (10 ml) and filtered through a SiO2 bead to give the title compound (1.03 g; 90%), as colourless oil. 1H-NMR (CDCl3) 0.82 (s, 3H); 1.26 (s, 3H); 1.99-2.37 (m, 6H); 2.5 (tr, 2H, J=7.88 Hz); 3.34 (tr, 2H, J=7.27 Hz); ... Starting materials: ClC1=NC=CC(=N1)N(C1=CC2=C(N(C(=N2)NC(C)C)C)C=C1)C (N5-(2-chloropyrimidin-4-yl)-N2-isopropyl-N5,1-dimethyl-1H-benzimidazole-2,5-diamine), CS(=O)(=O)CC=1C=C(C=CC1)N (3-Methanesulfonylmethyl-phenylamine). Product: Cl.C(C)(C)NC1=NC2=C(N1C)C=CC(=C2)N(C)C2=NC(=NC=C2)NC2=CC(=CC=C2)CS(=O)(=O)C (N2-Isopropyl-N5-[2-(3-methanesulfonylmethyl-phenylamino)-pyrimidin-4-yl]-1,N5-dimethyl-1H-benzoimidazole-2,5-diamine hydrochloride). As a reaction SMILES: [Cl:1][C:2]1[N:7]=[C:6]([N:8]([CH3:23])[C:9]2[CH:22]=[CH:21][C:12]3[N:13]([CH3:20])[C:14]([NH:16][CH:17]([CH3:19])[CH3:18])=[N:15][C:11]=3[CH:10]=2)[CH:5]=[CH:4][N:3]=1.[CH3:24][S:25]([CH2:28][C:29]1[CH:30]=[C:31]([NH2:35])[CH:32]=[CH:33][CH:34]=1)(=[O:27])=[O:26]>>[ClH:1].[CH:17]([NH:16][C:14]1[N:13]([CH3:20])[C:12]2[CH:21]=[CH:22][C:9]([N:8]([C:6]3[CH:5]=[CH:4][N:3]=[C:2]([NH:35][C:31]4[CH:32]=[CH:33][CH:34]=[C:29]([CH2:28][S:25]([CH3:24])(=[O:27])=[O:26])[CH:30]=4)[N:7]=3)[CH3:23])=[CH:10][C:11]=2[N:15]=1)([CH3:19])[CH3:18] |f:2.3|. Reported procedure: The title compound was prepared following the procedure of example 1 with N5-(2-chloropyrimidin-4-yl)-N2-isopropyl-N5,1-dimethyl-1H-benzimidazole-2,5-diamine (83 mg, 0.25 mmol) and 3-Methanesulfonylmethyl-phenylamine (46 mg, 0.25 mmol) as a white solid (69 mg, 53%). 1H NMR (300 MHz, d6-DMSO) δ 9.20 (s, 1H), 7.90 (s, 1H), 7.77 (d, J=6.0 Hz, 1H), 7.69 (d, J=8.1 Hz, 1H), 7.18-7.25 (m, 2H), 7.09 (d, J=1.8 Hz, 1H), 6.91 (d, J=7.5 Hz, 1H), 6.82 (dd, J=8.1 and 1.8 Hz, 1H), 6.49 (d, J=7.5 Hz, 1H), 5.64 ... Reaction SMILES: [CH3:20][OH:21].[OH:1][c:2]1[cH:3][c:4]([C:5](=[O:6])[c:7]2[cH:8][c:9]([C:10](=[O:11])[OH:12])[cH:13][cH:14][cH:15]2)[cH:16][cH:17][c:18]1[OH:19]>>[OH:1][c:2]1[cH:3][c:4]([C:5](=[O:6])[c:7]2[cH:8][c:9]([C:10]([O:11][CH3:20])=[O:12])[cH:13][cH:14][cH:15]2)[cH:16][cH:17][c:18]1[OH:19]. Product: COC(=O)c1cccc(C(=O)c2ccc(O)c(O)c2)c1. The reactants are CO, O=C(O)c1cccc(C(=O)c2ccc(O)c(O)c2)c1. Reactants: O=Cc1ccccc1C(=O)O, COC(=O)c1ccccc1C=O, CCI, [K+], [K+], O=C([O-])[O-]. Yields the product CCOC(=O)c1ccccc1C=O. Reaction SMILES: [C:13]([c:14]1[cH:15][cH:16][cH:17][cH:18][c:19]1[CH:20]=[O:21])([OH:22])=[O:23].[C:1](=[O:2])([O:3][CH3:4])[c:5]1[c:6]([CH:7]=[O:8])[cH:9][cH:10][cH:11][cH:12]1.[I:24][CH2:25][CH3:26].[K+:27].[K+:28].[O-:29][C:30]([O-:31])=[O:32]>>[C:1](=[O:2])([O:3][CH2:4][CH3:13])[c:5]1[c:6]([CH:7]=[O:8])[cH:9][cH:10][cH:11][cH:12]1. The reactants are C(#N)C1=CC=C(C=C1)C(NC(=O)NC1=CC(=CC=C1)C(F)(F)F)C1=C(CC(CC1=O)C=1SC=CC1)O (1-((4-cyanophenyl)(2-hydroxy-6-oxo-4-(thiophen-2-yl)cyclohex-1-enyl)methyl)-3-(3-(trifluoromethyl)phenyl)urea), C(#N)C1=CC=C(C=C1)C(NC(=O)NC1=CC(=CC=C1)C(F)(F)F)C1=C(CC(CC1=O)C(F)(F)F)OCC (1-((4-cyanophenyl)(2-ethoxy-6-oxo-4-(tri-fluoromethyl)cyclohex-1-enyl)methyl)-3-(3-(trifluoromethyl)phenyl)urea), C(#N)C1=CC=C(C=C1)C(NC(=O)NC1=CC(=CC=C1)C(F)(F)F)C1=C(CC(CC1=O)C(F)(F)F)OCC (1-((4-cyanophenyl)(2-ethoxy-6-oxo-4-(tri-fluoromethyl)cyclohex-1-enyl)methyl)-3-(3-(trifluoromethyl)phenyl)urea), C(#N)C1=CC=C(C=C1)C(NC(=O)NC1=CC(=CC=C1)C(F)(F)F)C1=C(CC(CC1=O)C=1SC=CC1)O (1-((4-cyanophenyl)(2-hydroxy-6-oxo-4-(thiophen-2-yl)cyclohex-1-enyl)methyl)-3-(3-(trifluoromethyl)phenyl)urea). Product: C(#N)C1=CC=C(C=C1)C(NC(=O)NC1=CC(=CC=C1)C(F)(F)F)C1=C(CC(CC1=O)C=1SC=CC1)OCC (1-((4-Cyanophenyl)(2-ethoxy-6-oxo-4-(thiophen-2-yl)cyclohex-1-enyl)methyl)-3-(3-(tri-fluoromethyl)phenyl)urea). RXN SMILES: [C:1]([C:3]1C=CC(C(C2C(=O)CC(C(F)(F)F)CC=2OCC)NC(NC2C=CC=C(C(F)(F)F)C=2)=O)=CC=1)#N.[C:38]([C:40]1[CH:45]=[CH:44][C:43]([CH:46]([C:61]2[C:66](=[O:67])[CH2:65][CH:64]([C:68]3[S:69][CH:70]=[CH:71][CH:72]=3)[CH2:63][C:62]=2[OH:73])[NH:47][C:48]([NH:50][C:51]2[CH:56]=[CH:55][CH:54]=[C:53]([C:57]([F:60])([F:59])[F:58])[CH:52]=2)=[O:49])=[CH:42][CH:41]=1)#[N:39]>>[C:38]([C:40]1[CH:45]=[CH:44][C:43]([CH:46]([C:61]2[C:62](=[O:73])[CH2:63][CH:64]([C:68]3[S:69][CH:70]=[CH:71][CH:72]=3)[CH2:65][C:66]=2[O:67][CH2:1][CH3:3])[NH:47][C:48]([NH:50][C:51]2[CH:56]=[CH:55][CH:54]=[C:53]([C:57]([F:60])([F:59])[F:58])[CH:52]=2)=[O:49])=[CH:42][CH:41]=1)#[N:39]. Procedure: The title compound is prepared in analogy to 1-((4-cyanophenyl)(2-ethoxy-6-oxo-4-(tri-fluoromethyl)cyclohex-1-enyl)methyl)-3-(3-(trifluoromethyl)phenyl)urea (intermediate 13), using 1-((4-cyanophenyl)(2-hydroxy-6-oxo-4-(thiophen-2-yl)cyclohex-1-enyl)methyl)-3-(3-(trifluoromethyl)phenyl)urea (intermediate 20, 444 mg, 0.87 mmol) as starting material. Yield: 507 mg; ESI mass spectrum [N+H]+=540, Retention time HPLC: 1.29 min (V011_S01). Starting materials: CC(C)(C)OC(=O)Nc1cnccn1, [Li]CCCC, CC1(C)CCCC(C)(C)N1, C1CCOC1. Yields the product CC(C)(C)OC(=O)Nc1nccnc1C=O. As a reaction SMILES: [C:16]([CH3:17])([CH3:18])([CH3:19])[O:20][C:21](=[O:22])[NH:23][c:24]1[n:25][cH:26][cH:27][n:28][cH:29]1.[CH2:1]([Li:2])[CH2:3][CH2:4][CH3:5].[CH3:6][C:7]1([CH3:8])[CH2:9][CH2:10][CH2:11][C:12]([CH3:13])([CH3:14])[NH:15]1.[O:30]1[CH2:31][CH2:34][CH2:33][CH2:32]1>>[C:16]([CH3:17])([CH3:18])([CH3:19])[O:20][C:21](=[O:22])[NH:23][c:24]1[n:25][cH:26][cH:27][n:28][c:29]1[CH:31]=[O:30].